From a dataset of the Open Reaction Database (ORD), a public repository of structured organic reaction records. describe an organic reaction: reactants, conditions, products, and yield The reactants are BrC1=CC=CC(=N1)CN1CCOCC1 (4-[(6-Bromopyridin-2-yl)methyl]morpholine), [Li+].CC(C)[N-]C(C)C (LDA), C(C(C)C)=O (Isobutyraldehyde). Solvent: O1CCCC1 (tetrahydrofuran). Run at temperature -78 celsius, time 1 hour. The product is BrC1=CC=CC(=N1)C(C(C(C)C)O)N1CCOCC1 (1-(6-Bromopyridin-2-yl)-3-methyl-1-morpholin-4-ylbutan-2-ol). Reaction SMILES: [Br:1][C:2]1[N:7]=[C:6]([CH2:8][N:9]2[CH2:14][CH2:13][O:12][CH2:11][CH2:10]2)[CH:5]=[CH:4][CH:3]=1.[Li+].CC([N-]C(C)C)C.[CH:23](=[O:27])[CH:24]([CH3:26])[CH3:25]>O1CCCC1>[Br:1][C:2]1[N:7]=[C:6]([CH:8]([N:9]2[CH2:10][CH2:11][O:12][CH2:13][CH2:14]2)[CH:23]([OH:27])[CH:24]([CH3:26])[CH3:25])[CH:5]=[CH:4][CH:3]=1 |f:1.2|. Procedure: 4-[(6-Bromopyridin-2-yl)methyl]morpholine (Example 45, Step 1) (500 mg, 1.95 mmol) was placed under argon and then taken up in tetrahydrofuran (19.5 mL). The solution was cooled to −78° C. LDA (1.62 mL of 1.8 M, 2.92 mmol) was added dropwise over 30 minutes. The mixture was stirred at −78° C. for one hour. Isobutyraldehyde (0.71 mL, 7.8 mmol) was then added and the reaction was then stirred at −78° C. for 2 hours. The reaction was quenched with water and extracted with ethyl acetate. The organic... Starting materials: C(=O)(O)C=1C=C(C=C2C=CC=NC12)[N+](=O)[O-] (8-carboxy-6-nitroquinoline), Cl[Sn]Cl (SnCl2). Solvent: CO (methanol). Run at temperature 40 celsius. Yields the product NC=1C=C2C=CC=NC2=C(C1)C(=O)O (6-amino-8-carboxyquinoline). Yield: 34.8%. As a reaction SMILES: [C:1]([C:4]1[CH:5]=[C:6]([N+:14]([O-])=O)[CH:7]=[C:8]2[C:13]=1[N:12]=[CH:11][CH:10]=[CH:9]2)([OH:3])=[O:2].Cl[Sn]Cl>CO>[NH2:14][C:6]1[CH:7]=[C:8]2[C:13](=[C:4]([C:1]([OH:3])=[O:2])[CH:5]=1)[N:12]=[CH:11][CH:10]=[CH:9]2. Procedure: To a suspension of 8-carboxy-6-nitroquinoline (4 g; 18 mM) in methanol (70 ml) was added SnCl2 (20.4 g; 90 mM). The mixture was heated to, and maintained at 40° C. until dissolution of the insoluble. After evaporation of the :solvent, the residue was taken-up in a 2M aqueous solution of NaOH and purified by subjecting to chromatography on Dowex 1X2 Resin. After basification (pH3) with concentrated NH4OH the resulting solid was further purified by subjecting to chromatography on HP20SS resin, elu... The reactants are O=C(Cl)c1ccccc1C(=O)Cl, Nc1nc2ccccc2[nH]1, c1ccncc1. The product is O=C1c2ccccc2C(=O)N1c1nc2ccccc2[nH]1. RXN SMILES: [C:11]([c:12]1[c:13]([C:14](=[O:15])[Cl:22])[cH:17][cH:18][cH:19][cH:20]1)([Cl:16])=[O:21].[NH2:1][c:2]1[n:3][c:4]2[cH:5][cH:6][cH:7][cH:8][c:9]2[nH:10]1.[cH:23]1[cH:24][cH:25][n:26][cH:27][cH:28]1>>[N:1]1([c:2]2[n:3][c:4]3[cH:5][cH:6][cH:7][cH:8][c:9]3[nH:10]2)[C:11](=[O:21])[c:12]2[c:13]([cH:17][cH:18][cH:19][cH:20]2)[C:14]1=[O:15]. Starting materials: C1(=CC=CC=C1)N1C(C=2C=NC=3C=CC=CC3C2C1)=O (2-Phenyl-pyrrolo[3,4-c]quinolin-3(1H)-one), ClC1=CC(=CC=C1)C(=O)OO (m-chloroperbenzoic acid). Solvent: C(Cl)Cl (methylene chloride), C(Cl)Cl (methylene chloride). Run at temperature 50 celsius, time 24 hour. The product is C1(=CC=CC=C1)N1C(C=2C(NC=3C=CC=CC3C2C1)=O)=O (2-Phenyl-pyrrolo[3,4-c]quinoline-3(1H),4(5H)-dione). Reaction SMILES: [C:1]1([N:7]2[CH2:19][C:18]3[C:17]4[CH:16]=[CH:15][CH:14]=[CH:13][C:12]=4[N:11]=[CH:10][C:9]=3[C:8]2=[O:20])[CH:6]=[CH:5][CH:4]=[CH:3][CH:2]=1.ClC1C=CC=C(C(OO)=[O:29])C=1>C(Cl)Cl>[C:1]1([N:7]2[CH2:19][C:18]3[C:17]4[CH:16]=[CH:15][CH:14]=[CH:13][C:12]=4[NH:11][C:10](=[O:29])[C:9]=3[C:8]2=[O:20])[CH:2]=[CH:3][CH:4]=[CH:5][CH:6]=1. Procedure: A mixture of 2-Phenyl-pyrrolo[3,4-c]quinolin-3(1H)-one (60 mg), and m-chloroperbenzoic acid (105 mg) in 3 mL of methylene chloride was kept at room temperature for 24 h. The mixture was diluted with methylene chloride and washed with sodium carbonate solution. The organic layer was dried over magnesium sulfate and the solvent was removed in vacuo. The residue was heated at 50° C. for 3 h with 1 mL of acetic anhydride. The reaction was quenched with methanol and made basic with ammonium hydroxide... Starting materials: CCOC(=O)C=CCC1CC1, C1CCC2=NCCCN2CC1, CC#N, C[N+](=O)[O-]. Product: CCOC(=O)CC(CC1CC1)C[N+](=O)[O-]. Reaction SMILES: [CH2:12]([CH3:13])[O:14][C:15]([CH:16]=[CH:17][CH2:18][CH:19]1[CH2:20][CH2:21]1)=[O:22].[CH2:1]1[CH2:2][CH2:3][C:4]2=[N:9][CH2:8][CH2:7][CH2:6][N:5]2[CH2:10][CH2:11]1.[CH3:27][C:28]#[N:29].[N+:23](=[O:24])([O-:25])[CH3:26]>>[CH2:12]([CH3:13])[O:14][C:15]([CH2:16][CH:17]([CH2:18][CH:19]1[CH2:20][CH2:21]1)[CH2:26][N+:23](=[O:24])[O-:25])=[O:22]. Reactants: O=C([O-])O, CC(C)(C)c1nc(O)cc(C(F)F)n1, ClCCl, [Na+], O=S(Cl)Cl. The product is CC(C)(C)c1nc(Cl)cc(C(F)F)n1. Reaction SMILES: [C:19](=[O:20])([OH:21])[O-:22].[C:1]([CH3:2])([CH3:3])([CH3:4])[c:5]1[n:6][c:7]([CH:12]([F:13])[F:14])[cH:8][c:9]([OH:11])[n:10]1.[Cl:24][CH2:25][Cl:26].[Na+:23].[S:15]([Cl:16])([Cl:17])=[O:18]>>[C:1]([CH3:2])([CH3:3])([CH3:4])[c:5]1[n:6][c:7]([CH:12]([F:13])[F:14])[cH:8][c:9]([Cl:17])[n:10]1. The reactants are N#Cc1ccc(S(=O)(=O)Cl)cc1, CN, Cl, Cl, O, c1ccncc1. Yields the product CNS(=O)(=O)c1ccc(C#N)cc1. RXN SMILES: [C:4](#[N:5])[c:6]1[cH:7][cH:8][c:9]([S:12](=[O:13])(=[O:14])[Cl:15])[cH:10][cH:11]1.[CH3:2][NH2:3].[ClH:17].[ClH:1].[OH2:16].[cH:18]1[cH:19][cH:20][n:21][cH:22][cH:23]1>>[CH3:2][NH:3][S:12]([c:9]1[cH:8][cH:7][c:6]([C:4]#[N:5])[cH:11][cH:10]1)(=[O:13])=[O:14]. Reactants: CC(C)(C)OC(=O)C1C(C=O)C1(C)C, CCO, Cc1ccccc1, [Na], CCOC(=O)COc1ccccc1, O. Product: CCOC(=O)C(=CC1C(C(=O)OC(C)(C)C)C1(C)C)Oc1ccccc1. Reaction SMILES: [CH3:1][C:2]1([CH3:14])[CH:3]([C:7](=[O:8])[O:9][C:10]([CH3:11])([CH3:12])[CH3:13])[CH:4]1[CH:5]=[O:6].[CH3:28][CH2:29][OH:30].[CH3:33][c:34]1[cH:35][cH:36][cH:37][cH:38][cH:39]1.[Na:31].[O:15]([c:16]1[cH:17][cH:18][cH:19][cH:20][cH:21]1)[CH2:22][C:23](=[O:24])[O:25][CH2:26][CH3:27].[OH2:32]>>[CH3:1][C:2]1([CH3:14])[CH:3]([C:7](=[O:8])[O:9][C:10]([CH3:11])([CH3:12])[CH3:13])[CH:4]1[CH:5]=[C:22]([O:15][c:16]1[cH:17][cH:18][cH:19][cH:20][cH:21]1)[C:23](=[O:24])[O:25][CH2:26][CH3:27].